Task: describe an organic reaction: reactants, conditions, products, and yield. Dataset: the Open Reaction Database (ORD), a public repository of structured organic reaction records The reactants are [Si](C)(C)(C(C)(C)C)OC[C@H](C=C)N(C(OC(C)(C)C)=O)CC(=O)N(C)OC ((S)-tert-butyl 1-(tert-butyldimethylsilyloxy)but-3-en-2-yl(2-(methoxy(methyl)amino)-2-oxoethyl)carbamate), [Si](C)(C)(C(C)(C)C)OC[C@H](C=C)N(C(OC(C)(C)C)=O)CC(=O)N(C)OC ((S)-tert-butyl 1-(tert-butyldimethylsilyloxy)but-3-en-2-yl(2-(methoxy(methyl)amino)-2-oxoethyl)carbamate), CCCC[N+](CCCC)(CCCC)CCCC.[F-] (TBAF). Solvent: C1CCOC1 (THF). Product: OC[C@H](C=C)N(C(OC(C)(C)C)=O)CC(=O)N(C)OC ((S)-tert-butyl 1-hydroxybut-3-en-2-yl(2-(methoxy(methyl)amino)-2-oxoethyl)carbamate). The yield is 77.0%. Reaction SMILES: [Si]([O:8][CH2:9][C@@H:10]([N:13]([CH2:21][C:22]([N:24]([O:26][CH3:27])[CH3:25])=[O:23])[C:14](=[O:20])[O:15][C:16]([CH3:19])([CH3:18])[CH3:17])[CH:11]=[CH2:12])(C(C)(C)C)(C)C.CCCC[N+](CCCC)(CCCC)CCCC.[F-]>C1COCC1>[OH:8][CH2:9][C@@H:10]([N:13]([CH2:21][C:22]([N:24]([O:26][CH3:27])[CH3:25])=[O:23])[C:14](=[O:20])[O:15][C:16]([CH3:17])([CH3:18])[CH3:19])[CH:11]=[CH2:12] |f:1.2|. Reported procedure: To a solution of (S)-tert-butyl 1-(tert-butyldimethylsilyloxy)but-3-en-2-yl(2-(methoxy(methyl)amino)-2-oxoethyl)carbamate (Intermediate 5, 10.7 g, 26.58 mmol) in THF (25 mL) was added TBAF (31.9 mL, 31.89 mmol) at 0° C. After 1 hour the reaction mixture was concentrated and purified by silica gel chromatography (hexanes/ethyl acetate) to afford the product as a light yellow oil (5.9 g, 77%). Starting materials: [Br-].CC1=C(C(CCC1)(C)C)C=CC(C)[P+](C1=CC=CC=C1)(C1=CC=CC=C1)C1=CC=CC=C1 ([4-(2,6,6-trimethyl-1-cyclohexen-1-yl)-3-buten-2-yl]triphenylphosphonium bromide), O (water), [H-].[Na+] (NaH), CC1=C(C=O)C(=CC(=C1C)OC)C (2,3,6-trimethyl-p-anisaldehyde). Run in CN(C=O)C (DMF). The product is COC1=C(C(=C(C(=C1)C)C=C(C=CC1=C(CCCC1(C)C)C)C)C)C (1-(4-Methoxy-2,3,6-trimethylphenyl)-2-methyl-4-(2,6,6-trimethyl-1-cyclohexen-1-yl)butadiene). Reaction SMILES: [Br-].[CH3:2][C:3]1[CH2:8][CH2:7][CH2:6][C:5]([CH3:10])([CH3:9])[C:4]=1[CH:11]=[CH:12][CH:13]([P+](C1C=CC=CC=1)(C1C=CC=CC=1)C1C=CC=CC=1)[CH3:14].[H-].[Na+].[CH3:36][C:37]1[C:44]([CH3:45])=[C:43]([O:46][CH3:47])[CH:42]=[C:41]([CH3:48])[C:38]=1[CH:39]=O.O>CN(C)C=O>[CH3:47][O:46][C:43]1[CH:42]=[C:41]([CH3:48])[C:38]([CH:39]=[C:13]([CH3:14])[CH:12]=[CH:11][C:4]2[C:5]([CH3:9])([CH3:10])[CH2:6][CH2:7][CH2:8][C:3]=2[CH3:2])=[C:37]([CH3:36])[C:44]=1[CH3:45] |f:0.1,2.3|. Procedure details: A solution of [4-(2,6,6-trimethyl-1-cyclohexen-1-yl)-3-buten-2-yl]triphenylphosphonium bromide (prepared from 17.2 g of 4-(2,6,6-trimethyl-1-cyclohexen-1-yl)-3-buten-2-ol and 30.4 g of triphenylphosphonium hydrogen bromide in 150 mL of N,N-dimethylformamide (DMF)) was stirred under nitrogen in an ice bath and NaH (4.25 g, 50% oil dispersion) was added in portions. The mixture was stirred in the cooling bath for an additional hour and a solution of 2,3,6-trimethyl-p-anisaldehyde (15.8 g, 0.089 mo...